describe an organic reaction: reactants, conditions, products, and yield From a dataset of the Open Reaction Database (ORD), a public repository of structured organic reaction records. Reactants: N=1NN=CC1 (2H-1,2,3-triazole), CN[C@H]1[C@@H](CCCC1)NC (trans-N,N′-dimethyl-1,2-cyclohexanediamine), N#N (N2), BrC=1C(=NC=CC1C)C#N (3-bromo-4-methylpicolonitrile), C(=O)([O-])[O-].[Cs+].[Cs+] (Cs2CO3). Reagents/catalysts: [Cu]I (CuI). The solvent is CN(C)C=O (DMF), O (H2O). Run at temperature 120 celsius. Yields the product CC1=C(C(=NC=C1)C#N)N1N=CC=N1 (4-methyl-3-(2H-1,2,3-triazol-2-yl)picolinonitrile). Yield: 40.3%. Reaction SMILES: [N:1]1[NH:2][N:3]=[CH:4][CH:5]=1.N#N.Br[C:9]1[C:10]([C:16]#[N:17])=[N:11][CH:12]=[CH:13][C:14]=1[CH3:15].CN[C@@H]1CCCC[C@H]1NC.C([O-])([O-])=O.[Cs+].[Cs+]>CN(C=O)C.[Cu]I.O>[CH3:15][C:14]1[CH:13]=[CH:12][N:11]=[C:10]([C:16]#[N:17])[C:9]=1[N:2]1[N:3]=[CH:4][CH:5]=[N:1]1 |f:4.5.6|. Procedure: In a microwave vial was dissolved 2H-1,2,3-triazole (0.22 mL, 3.8 mmol) and CuI (26 mg) in DMF (4 mL). The reaction mixture was degassed with N2 and 3-bromo-4-methylpicolonitrile (300 mg, 1.5 mmol) was added followed by trans-N,N′-dimethyl-1,2-cyclohexanediamine (41 μL, 0.3 mmol) and Cs2CO3 (844 mg, 2.6 mmol). The reaction mixture was heated at 120° C. for 1 h in a microwave reactor. Then H2O was added and the mixture extracted with EtOAc. The combined organic layers were dried (MgSO4). Purifica... The reactants are CCCCO, Clc1nc2ccccc2[nH]1, Cl, CCOC(=O)c1cn2ncnc(N)c2c1-c1ccc(N)cc1, CN(C)C=O, C1COCCO1. The product is CCOC(=O)c1cn2ncnc(N)c2c1-c1ccc(Nc2nc3ccccc3[nH]2)cc1. Reaction SMILES: [CH2:34]([OH:35])[CH2:36][CH2:37][CH3:38].[Cl:23][c:24]1[nH:25][c:26]2[c:27]([n:28]1)[cH:29][cH:30][cH:31][cH:32]2.[ClH:33].[NH2:1][c:2]1[n:3][cH:4][n:5][n:6]2[c:7]1[c:8](-[c:16]1[cH:17][cH:18][c:19]([NH2:22])[cH:20][cH:21]1)[c:9]([C:11](=[O:12])[O:13][CH2:14][CH3:15])[cH:10]2.[O:39]=[CH:40][N:41]([CH3:42])[CH3:43].[O:44]1[CH2:45][CH2:46][O:47][CH2:48][CH2:49]1>>[NH2:1][c:2]1[n:3][cH:4][n:5][n:6]2[c:7]1[c:8](-[c:16]1[cH:17][cH:18][c:19]([NH:22][c:24]3[n:25][c:26]4[c:27]([nH:28]3)[cH:29][cH:30][cH:31][cH:32]4)[cH:20][cH:21]1)[c:9]([C:11](=[O:12])[O:13][CH2:14][CH3:15])[cH:10]2. Reactants: [H-].[Na+] (Sodium hydride), OC(C(=O)OCC)CC (ethyl 2-hydroxybutyrate), ClC=1C=CC=2N(N1)C(=NN2)C=2SC=CC2 (6-chloro-3-(thiophen-2-yl)-[1,2,4]triazolo[4,3-b]pyridazine). The solvent is CN(C)C=O (DMF), CN(C)C=O (DMF). Conditions: time 10 minute. The product is S1C(=CC=C1)C1=NN=C2N1N=C(C=C2)OC(C(=O)OCC)CC (ethyl 2-((3-(thiophen-2-yl)-[1,2,4]triazolo[4,3-b]pyridazin-6-yl)oxy)butanoate). Reaction SMILES: [H-].[Na+].[OH:3][CH:4]([CH2:10][CH3:11])[C:5]([O:7][CH2:8][CH3:9])=[O:6].Cl[C:13]1[CH:14]=[CH:15][C:16]2[N:17]([C:19]([C:22]3[S:23][CH:24]=[CH:25][CH:26]=3)=[N:20][N:21]=2)[N:18]=1>CN(C=O)C>[S:23]1[CH:24]=[CH:25][CH:26]=[C:22]1[C:19]1[N:17]2[N:18]=[C:13]([O:3][CH:4]([CH2:10][CH3:11])[C:5]([O:7][CH2:8][CH3:9])=[O:6])[CH:14]=[CH:15][C:16]2=[N:21][N:20]=1 |f:0.1|. Reported procedure: Sodium hydride (1.5 equiv., 60% in mineral oil) was added at 0° C. to a solution of ethyl 2-hydroxybutyrate (1.5 equiv.) in dry DMF (7 mL) under argon atmosphere and the mixture was stirred for 10 min. To this mixture was added 6-chloro-3-(thiophen-2-yl)-[1,2,4]triazolo[4,3-b]pyridazine (1 mmol) dissolved in DMF (3 mL). After 30 min, TLC showed that all the staring material was consumed. The solution was extracted with ethyl acetate, washed with water twice and concentrated. The crude syrup thus...